This data is from the Open Reaction Database (ORD), a public repository of structured organic reaction records. The task is: describe an organic reaction: reactants, conditions, products, and yield Reactants: NCC(O)C=1SC=CC1 (α-(aminomethyl)-2-thiophenmethanol), CC1(OC2=C(C(N1)=O)C=C(C=C2)OCCBr)C (2,3-dihydro-2,2-dimethyl-6-(2-bromoethoxy)-4H-1,3-benzoxazin-4-one). The solvent is C(C)N(CC)CC (triethylamine). The product is C(N)(=O)C=1C=C(OCCNCC(O)C=2SC=CC2)C=CC1O (α-[N-[2-(3-carbamoyl-4-hydroxy-phenoxy)-ethyl]-amino-methyl]-2-thiophen-methanol). Reaction SMILES: [NH2:1][CH2:2][CH:3]([C:5]1[S:6][CH:7]=[CH:8][CH:9]=1)[OH:4].CC1(C)[NH:16][C:15](=[O:17])[C:14]2[CH:18]=[C:19]([O:22][CH2:23][CH2:24]Br)[CH:20]=[CH:21][C:13]=2[O:12]1>C(N(CC)CC)C>[C:15]([C:14]1[CH:18]=[C:19]([CH:20]=[CH:21][C:13]=1[OH:12])[O:22][CH2:23][CH2:24][NH:1][CH2:2][CH:3]([C:5]1[S:6][CH:7]=[CH:8][CH:9]=1)[OH:4])(=[O:17])[NH2:16]. Procedure details: A mixture of 2.7 g of α-(aminomethyl)-2-thiophenmethanol and 3.6 g of 2,3-dihydro-2,2-dimethyl-6-(2-bromoethoxy)-4H-1,3-benzoxazin-4-one is stirred together with 2 ml of triethylamine for 1 hour in a bath at 100°-110°. The reaction mixture is partitioned between 100 ml of ethyl acetate and 10 ml of 2N aqueous potassium bicarbonate solution and the organic phase is separated off, dried over magnesium sulfate and evaporated, yielding crude α-[N-[2-(3-carbamoyl-4-hydroxy-phenoxy)-ethyl]-amino-methy... The reactants are [BH4-].[Na+] (sodium borohydride), ClC(=O)OCC(C)C (isobutyl chloroformate), N([C@@H](CCCNC(=O)OC(C)(C)C)C(=O)O)C(=O)OCC1C2=CC=CC=C2C2=CC=CC=C12 (Fmoc-Orn(Boc)—OH), CN1CCOCC1 (N-methylmorpholine), N#N (N2). The solvent is C(C)(=O)OCC.CCCCCC (ethyl acetate hexane), O (water), O (water), C(OC)COC (dimethoxyethane). Reaction conditions: temperature -15 celsius, time 20 minute. Product: C1=CC=CC=2C3=CC=CC=C3C(C12)COC(N[C@@H](CCCNC(=O)OC(C)(C)C)CO)=O ((1S)-(4-tert-Butoxycarbonylamino-1-hydroxymethyl-butyl)-carbamic acid 9H-fluoren-9-ylmethyl ester). Reaction SMILES: N#N.[NH:3]([C:19]([O:21][CH2:22][CH:23]1[C:35]2[C:30](=[CH:31][CH:32]=[CH:33][CH:34]=2)[C:29]2[C:24]1=[CH:25][CH:26]=[CH:27][CH:28]=2)=[O:20])[C@H:4]([C:16](O)=[O:17])[CH2:5][CH2:6][CH2:7][NH:8][C:9]([O:11][C:12]([CH3:15])([CH3:14])[CH3:13])=[O:10].CN1CCOCC1.ClC(OCC(C)C)=O.[BH4-].[Na+]>O.C(OCC)(=O)C.CCCCCC.C(COC)OC>[CH:25]1[C:24]2[CH:23]([CH2:22][O:21][C:19](=[O:20])[NH:3][C@H:4]([CH2:16][OH:17])[CH2:5][CH2:6][CH2:7][NH:8][C:9]([O:11][C:12]([CH3:15])([CH3:13])[CH3:14])=[O:10])[C:35]3[C:30](=[CH:31][CH:32]=[CH:33][CH:34]=3)[C:29]=2[CH:28]=[CH:27][CH:26]=1 |f:4.5,7.8|. Procedure: 20 mL of dimethoxyethane was added to a dry 100 mL round bottom under N2. 4.54 g (10.0 mmol) of Fmoc-Orn(Boc)—OH, lxxx, was added with stirring. The suspension was cooled in an ice/water/salt bath at −15° C. To the well suspended solid was added 1.11 mL (10 mmol) of N-methylmorpholine followed by 1.36 mL (10 mmol) of isobutyl chloroformate. The reaction was stirred vigorously for 1 min then vacuum filtered. The filtrate was stirred, and a solution of 570 mg (15 mmol) of sodium borohydride in 20 ... The reactants are COC1=NS(N=C1OC)(=O)=O (3,4-dimethoxy-1,2,5-thiadiazole 1,1-dioxide), CN(C)CC1=CC=CC(=N1)CSCCN (2-[(6-dimethylaminomethyl-2-pyridyl)methylthio]ethylamine), CN (methylamine). Reaction SMILES: CO[C:3]1[C:7](OC)=[N:6][S:5](=[O:11])(=[O:10])[N:4]=1.[CH3:12][N:13]([CH2:15][C:16]1[N:21]=[C:20]([CH2:22][S:23][CH2:24][CH2:25][NH2:26])[CH:19]=[CH:18][CH:17]=1)[CH3:14].[CH3:27][NH2:28]>>[CH3:14][N:13]([CH2:15][C:16]1[N:21]=[C:20]([CH2:22][S:23][CH2:24][CH2:25][NH:26][C:3]2[C:7]([NH:28][CH3:27])=[N:6][S:5](=[O:11])(=[O:10])[N:4]=2)[CH:19]=[CH:18][CH:17]=1)[CH3:12]. Procedure: When a methanolic solution of 3,4-dimethoxy-1,2,5-thiadiazole 1,1-dioxide is successively treated with an equimolar amount of 2-[(6-dimethylaminomethyl-2-pyridyl)methylthio]ethylamine [prepared in Example 136, Step C] and excess methylamine, the title compound is thereby produced. Product: CN(C)CC1=CC=CC(=N1)CSCCNC1=NS(N=C1NC)(=O)=O (3-{2-[(6-Dimethylaminomethyl-2-pyridyl)methylthio]ethylamino}-4-methylamino-1,2,5-thiadiazole 1,1-dioxide). Starting materials: C(C)OC(CC(=O)NC1=C(C(=O)OC)C=CC=C1C(F)(F)F)=O (methyl 2-(3-ethoxy-3-oxo-propanoylamino)-3-trifluoromethyl-benzoate), CCOCC (ether), CC[O-].[Na+] (sodium ethylate), [Na] (sodium). Solvent: C(C)O (ethanol). The product is OC1=NC2=C(C=CC=C2C(=C1C(=O)OCC)O)C(F)(F)F (ethyl 2,4-dihydroxy-8-trifluoromethyl-quinoline-3-carboxylate). Yield: 94.8%. RXN SMILES: [CH2:1]([O:3][C:4](=[O:23])[CH2:5][C:6]([NH:8][C:9]1[C:18]([C:19]([F:22])([F:21])[F:20])=[CH:17][CH:16]=[CH:15][C:10]=1[C:11]([O:13]C)=O)=[O:7])[CH3:2].CCOCC.CC[O-].[Na+].[Na]>C(O)C>[OH:7][C:6]1[C:5]([C:4]([O:3][CH2:1][CH3:2])=[O:23])=[C:11]([OH:13])[C:10]2[C:9](=[C:18]([C:19]([F:22])([F:21])[F:20])[CH:17]=[CH:16][CH:15]=2)[N:8]=1 |f:2.3,^1:32|. Reported procedure: 35.66 g of the product of Step B were added to 800 ml of anhydrous ether in the presence of sodium ethylate prepared from 2.69 g of sodium and 54 ml of ethanol and the mixture was vacuum filtered. The recovered precipitate was dissolved in water and the pH of the solution was adjusted to 1 by addition of 20% hydrochloric acid to obtain 30.56 g of ethyl 2,4-dihydroxy-8-trifluoromethyl-quinoline-3-carboxylate melting at 190° C which was used as is for the next step.